Task: describe an organic reaction: reactants, conditions, products, and yield. Dataset: the Open Reaction Database (ORD), a public repository of structured organic reaction records Starting materials: FC1=C(C=C(C=C1)[N+](=O)[O-])C (2-Fluoro-5-nitrotoluene), ClC=1C=NC=C(C1)O (3-chloro-5-hydroxypyridine). Yields the product ClC=1C=NC=C(C1)OC1=C(C=C(C=C1)[N+](=O)[O-])C (2-(3-chloro-5-pyridyloxy)-5-nitrotoluene). Isolated yield 81.9%. RXN SMILES: F[C:2]1[CH:7]=[CH:6][C:5]([N+:8]([O-:10])=[O:9])=[CH:4][C:3]=1[CH3:11].[Cl:12][C:13]1[CH:14]=[N:15][CH:16]=[C:17]([OH:19])[CH:18]=1>>[Cl:12][C:13]1[CH:14]=[N:15][CH:16]=[C:17]([O:19][C:2]2[CH:7]=[CH:6][C:5]([N+:8]([O-:10])=[O:9])=[CH:4][C:3]=2[CH3:11])[CH:18]=1. Procedure: 2-Fluoro-5-nitrotoluene (5.08 g) and 3-chloro-5-hydroxypyridine (4.25 g) were combined at 80° C. using a method similar to that of Example 21.2 to provide 7.1 g of 2-(3-chloro-5-pyridyloxy)-5-nitrotoluene. mp 80-82° C. The reactants are aqueous solution, C(C=C)(=O)N (acrylamide), 2-trimethylammoniumethylacrylate chloride, C(CCCCCCCCC)C(C(=O)N)=C (n-decylacrylamide). Run in C(C)(C)O (isopropanol). Reaction conditions: temperature 75 celsius. Yields the product C(CCCCCCCCC)C(C(=O)N)=C.C(C=C)(=O)N (n-Decylacrylamide Acrylamid). RXN SMILES: [CH2:1]([C:11](=[CH2:15])[C:12]([NH2:14])=[O:13])[CH2:2][CH2:3][CH2:4][CH2:5][CH2:6][CH2:7][CH2:8][CH2:9][CH3:10].[C:16]([NH2:20])(=[O:19])[CH:17]=[CH2:18]>C(O)(C)C>[CH2:1]([C:11](=[CH2:15])[C:12]([NH2:14])=[O:13])[CH2:2][CH2:3][CH2:4][CH2:5][CH2:6][CH2:7][CH2:8][CH2:9][CH3:10].[C:16]([NH2:20])(=[O:19])[CH:17]=[CH2:18] |f:3.4|. Procedure details: To a 500 mL round-bottom, three-neck flask fitted with a thermocouple, reflux condenser, and septum was added 150 mL of isopropanol followed by 16.13 g of a 50% aqueous solution of 2-trimethylammoniumethylacrylate chloride, 8.06 g of n-decylacrylamide, and 8.06 g of acrylamide. The solution was purged with nitrogen for 1 hour and 0.5 g AIBN was added. The mixture was purged for ˜15 minutes until all of the AIBN dissolved. The solution was heated to 75° C. under nitrogen for 16 hours. The reactants are BrCCCBr, CC#N, [K+], [K+], O=C([O-])[O-], COc1cc(C#N)ccc1O. The product is COc1cc(C#N)ccc1OCCCBr. As a reaction SMILES: [Br:18][CH2:19][CH2:20][CH2:21][Br:22].[CH3:23][C:24]#[N:25].[K+:12].[K+:13].[O-:14][C:15]([O-:16])=[O:17].[OH:1][c:2]1[c:3]([O:10][CH3:11])[cH:4][c:5]([C:6]#[N:7])[cH:8][cH:9]1>>[O:1]([c:2]1[c:3]([O:10][CH3:11])[cH:4][c:5]([C:6]#[N:7])[cH:8][cH:9]1)[CH2:21][CH2:20][CH2:19][Br:18]. Starting materials: C(C1=CC=CC=C1)=NC1=C2COC(C2=CC=C1)=O (4-(benzylideneamino)isobenzofuran-1(3H)-one), C(C(C)C)=O (isobutyraldehyde), C[O-].[Na+] (sodium methanolate). Run in C(CC)(=O)OCC (ethyl propionate). Conditions: time 8 hour. Yields the product C(C)(C)C1C(NC=2C=CC=C(C2C1=O)C(=O)OC)C1=CC=CC=C1 (Methyl 3-isopropyl-4-oxo-2-phenyl-1,2,3,4-tetrahydroquinoline-5-carboxylate). The yield is 10.8%. RXN SMILES: [CH:1](=[N:8][C:9]1[CH:17]=[CH:16][CH:15]=[C:14]2[C:10]=1[CH2:11][O:12][C:13]2=[O:18])[C:2]1[CH:7]=[CH:6][CH:5]=[CH:4][CH:3]=1.[CH:19](=O)[CH:20]([CH3:22])[CH3:21].[CH3:24][O-:25].[Na+]>C(OCC)(=O)CC>[CH:20]([CH:22]1[C:24](=[O:25])[C:10]2[C:14]([C:13]([O:12][CH3:11])=[O:18])=[CH:15][CH:16]=[CH:17][C:9]=2[NH:8][CH:1]1[C:2]1[CH:7]=[CH:6][CH:5]=[CH:4][CH:3]=1)([CH3:21])[CH3:19] |f:2.3|. Procedure details: 4-(benzylideneamino)isobenzofuran-1(3H)-one (237 mg, 1 mmol), isobutyraldehyde (216 mg, 3 mmol), sodium methanolate (162 mg, 3 mmol) and ethyl propionate (20 mL) were added and the mixture was stirred at room temperature overnight. Then the resulting mixture was evaporated under reduced pressure and extracted with ethyl acetate (100 mL×4) and concentrated. The crude product was purified by column chromatography (silica gel, petroleum ether/ethyl acetate=20:1 to 5:1). 35 mg of solid methyl-3-isop... The reactants are C1(C=2C(C(=O)O1)=CC=CC2)=O (phthalic anhydride), ClC1=NC=CC=C1C(O)C1=CC=CC=C1 (2-chloro-α-phenyl-3-pyridinemethanol), N1=CC=CC=C1 (pyridine). Solvent: CCOCC (ether). The product is C(C=1C(C(=O)O)=CC=CC1)(=O)O.ClC1=NC=CC=C1C(O)C1=CC=CC=C1 (2-chloro-α-phenyl-3-pyridinemethanol monophtalate). The yield is 113.9%. RXN SMILES: [C:1]1(=[O:11])[O:6][C:4](=[O:5])[C:3]2=[CH:7][CH:8]=[CH:9][CH:10]=[C:2]12.[Cl:12][C:13]1[C:18]([CH:19]([C:21]2[CH:26]=[CH:25][CH:24]=[CH:23][CH:22]=2)[OH:20])=[CH:17][CH:16]=[CH:15][N:14]=1.N1C=CC=CC=1>CCOCC>[C:1]([OH:6])(=[O:11])[C:2]1[C:3](=[CH:7][CH:8]=[CH:9][CH:10]=1)[C:4]([OH:20])=[O:5].[Cl:12][C:13]1[C:18]([CH:19]([C:21]2[CH:26]=[CH:25][CH:24]=[CH:23][CH:22]=2)[OH:20])=[CH:17][CH:16]=[CH:15][N:14]=1 |f:4.5|. Procedure details: 0.37 g phthalic anhydride, 0.50 g 2-chloro-α-phenyl-3-pyridinemethanol and 3 ml pyridine are heated at 100° C. for 7 hrs. The reaction mixture is diluted with ether and extracted twice with aqueous sodium carbonate. The aqueous extracts, after washing with ether, are acidified with 2N HCl, affording 0.5 g title product, m.p. 173°-4° C. (ethanol:water); neutralization equivalent: 372 (calculated 367.8); Cl 9.73 (9.64).